Task: describe an organic reaction: reactants, conditions, products, and yield. Dataset: the Open Reaction Database (ORD), a public repository of structured organic reaction records The reactants are BrC1=NC=CC=C1 (2-bromopyridine), O (water), C1(=CC=CC=C1)C1=CC=C(C=C1)C(C#N)CCN(C(C)C)C(C)C (2-(4-phenylphenyl)-4-[N,N-bis(1-methylethyl)amino]butanenitrile), [H-].[K+] (potassium hydride). The solvent is C1(=CC=CC=C1)C (toluene), C1(=CC=CC=C1)C (toluene). Conditions: time 30 minute. Yields the product C1(=CC=CC=C1)C1=CC=C(C=C1)C(C#N)(CCN(C(C)C)C(C)C)C1=NC=CC=C1 (racemic 2-(4-phenylphenyl)-2-(2-pyridyl)-4-[N,N-bis(1-methylethyl)amino]butanenitrile). The yield is 88.8%. Reaction SMILES: [C:1]1([C:7]2[CH:12]=[CH:11][C:10]([CH:13]([CH2:16][CH2:17][N:18]([CH:22]([CH3:24])[CH3:23])[CH:19]([CH3:21])[CH3:20])[C:14]#[N:15])=[CH:9][CH:8]=2)[CH:6]=[CH:5][CH:4]=[CH:3][CH:2]=1.[H-].[K+].Br[C:28]1[CH:33]=[CH:32][CH:31]=[CH:30][N:29]=1.O>C1(C)C=CC=CC=1>[C:1]1([C:7]2[CH:12]=[CH:11][C:10]([C:13]([C:28]3[CH:33]=[CH:32][CH:31]=[CH:30][N:29]=3)([CH2:16][CH2:17][N:18]([CH:22]([CH3:24])[CH3:23])[CH:19]([CH3:20])[CH3:21])[C:14]#[N:15])=[CH:9][CH:8]=2)[CH:2]=[CH:3][CH:4]=[CH:5][CH:6]=1 |f:1.2|. Procedure: A mixture of 50.0 g (0.16 mole) of 2-(4-phenylphenyl)-4-[N,N-bis(1-methylethyl)amino]butanenitrile and 29.7 g of potassium hydride (about 0.26 mole as a 35% dispersion in oil) in 1000 ml of toluene was heated at 65°. A solution of 32 g (0.20 mole) of 2-bromopyridine in 450 ml of toluene was added slowly. After addition was complete, the mixture was stirred an additional 30 minutes, cooled in an ice bath, and treated with 750 ml of water. The toluene layer was separated and extracted with 10% aqu...